From a dataset of the Open Reaction Database (ORD), a public repository of structured organic reaction records. describe an organic reaction: reactants, conditions, products, and yield Reactants: CCO, Clc1nccnc1Cl, [Na+], [OH-], O=[N+]([O-])c1cccc(O)c1. Yields the product O=[N+]([O-])c1cccc(Oc2nccnc2Cl)c1. Reaction SMILES: [CH3:21][CH2:22][OH:23].[Cl:13][c:14]1[n:15][cH:16][cH:17][n:18][c:19]1[Cl:20].[Na+:2].[OH-:1].[OH:3][c:4]1[cH:5][cH:6][cH:7][c:8]([N+:10]([O-:11])=[O:12])[cH:9]1>>[O:3]([c:4]1[cH:5][cH:6][cH:7][c:8]([N+:10]([O-:11])=[O:12])[cH:9]1)[c:19]1[c:14]([Cl:13])[n:15][cH:16][cH:17][n:18]1. Starting materials: C(C)(C)C=1C=CC(=NC1)S(=O)(=O)NC1=NC(=NC(=C1OC1=C(C=CC=C1)OC)OCCN)C1=CC=NC=C1 (5isopropyl-N-[6-(2-aminoethoxy)-5-(o-methoxyphenoxy)-2-(4-pyridyl)-4-pyrimidinyl]-2-pyridine sulfonamide), S1C(=CC=C1)S(=O)(=O)Cl (thiophene-2-sulfonylchloride). The product is C(C)(C)C=1C=CC(=NC1)S(=O)(=O)NC1=NC(=NC(=C1OC1=C(C=CC=C1)OC)OCCNS(=O)(=O)C=1SC=CC1)C1=NC=CC=C1 (5-isopropyl-N-[6-(2-(2-thiophenesulfonylamino)-ethoxy)-5-(o-methoxyphenoxy)-2-(2-pyridyl)-4-pyrimidinyl]-2-pyridine sulfonamide). Reaction SMILES: [CH:1]([C:4]1[CH:5]=[CH:6][C:7]([S:10]([NH:13][C:14]2[C:19]([O:20][C:21]3[CH:26]=[CH:25][CH:24]=[CH:23][C:22]=3[O:27][CH3:28])=[C:18]([O:29][CH2:30][CH2:31][NH2:32])[N:17]=[C:16](C3C=CN=CC=3)[N:15]=2)(=[O:12])=[O:11])=[N:8][CH:9]=1)([CH3:3])[CH3:2].[S:39]1[CH:43]=[CH:42][CH:41]=[C:40]1[S:44](Cl)(=[O:46])=[O:45]>>[CH:1]([C:4]1[CH:5]=[CH:6][C:7]([S:10]([NH:13][C:14]2[C:19]([O:20][C:21]3[CH:26]=[CH:25][CH:24]=[CH:23][C:22]=3[O:27][CH3:28])=[C:18]([O:29][CH2:30][CH2:31][NH:32][S:44]([C:40]3[S:39][CH:43]=[CH:42][CH:41]=3)(=[O:46])=[O:45])[N:17]=[C:16]([C:7]3[CH:6]=[CH:5][CH:4]=[CH:9][N:8]=3)[N:15]=2)(=[O:12])=[O:11])=[N:8][CH:9]=1)([CH3:2])[CH3:3]. Procedure details: According to the procedure described in Example 4a) 100 mg 5isopropyl-N-[6-(2-aminoethoxy)-5-(o-methoxyphenoxy)-2-(4-pyridyl)-4-pyrimidinyl]-2-pyridine sulfonamide was reacted with thiophene-2-sulfonylchloride to give 85 mg 5-isopropyl-N-[6-(2-(2-thiophenesulfonylamino)-ethoxy)-5-(o-methoxyphenoxy)-2-(2-pyridyl)-4-pyrimidinyl]-2-pyridine sulfonamide. LC-MS: tR=4.78 min, [M+1]+=683.61, [M−1]−=681.70. The reactants are COC=1C=C(CCNC(CC2=CC=C(C(=C2)OC)OC)=O)C=CC1OC (N-(3,4-dimethoxyphenethyl)-2-(4,5-dimethoxyphenyl)acetamide), P(=O)(Cl)(Cl)Cl (phosphorus oxychloride). Solvent: C(C)#N (acetonitrile). The product is Cl.COC=1C=C(CC2=NCCC3=CC(=C(C=C23)OC)OC)C=CC1OC (1-(3,4-Dimethoxybenzyl)-3,4-dihydro-6,7-dimethoxyisoquinoline Hydrochloride). Reaction SMILES: [CH3:1][O:2][C:3]1[CH:4]=[C:5]([CH:22]=[CH:23][C:24]=1[O:25][CH3:26])[CH2:6][CH2:7][NH:8][C:9](=O)[CH2:10][C:11]1[CH:16]=[C:15]([O:17][CH3:18])[C:14]([O:19][CH3:20])=[CH:13][CH:12]=1.P(Cl)(Cl)([Cl:29])=O>C(#N)C>[ClH:29].[CH3:1][O:2][C:3]1[CH:4]=[C:5]([CH:22]=[CH:23][C:24]=1[O:25][CH3:26])[CH2:6][C:7]1[C:12]2[C:11](=[CH:16][C:15]([O:17][CH3:18])=[C:14]([O:19][CH3:20])[CH:13]=2)[CH2:10][CH2:9][N:8]=1 |f:3.4|. Procedure details: A solution of 570 g of N-(3,4-dimethoxyphenethyl)-2-(4,5-dimethoxyphenyl)acetamide and 500 ml of phosphorus oxychloride in 3500 ml of acetonitrile was heated under reflux for 0.5 hour. The solvent was evaporated, and ethanol was added to the residue, followed by allowing to stand. The thus precipitated crystal was collected by filtration to yield 590 g of the titled compound. Reactants: BrC1=CC(=C(C=C1)N1C(=NN=C1)CCl)C(=O)C1=NC=CC=C1 (4-[4-bromo-2-(2-pyridinecarbonyl)phenyl]-3-chloromethyl-4H-1,2,4-triazole), CNC (dimethylamine). Run in C(C)O (ethanol). The product is BrC1=CC(=C(C=C1)N1C(=NN=C1)CN(C)C)C(=O)C1=NC=CC=C1 (4-[4-bromo-2-(2-pyridinecarbonyl)phenyl]-3-dimethylaminomethyl-4H-1,2,4-triazole). As a reaction SMILES: [Br:1][C:2]1[CH:7]=[CH:6][C:5]([N:8]2[CH:12]=[N:11][N:10]=[C:9]2[CH2:13]Cl)=[C:4]([C:15]([C:17]2[CH:22]=[CH:21][CH:20]=[CH:19][N:18]=2)=[O:16])[CH:3]=1.[CH3:23][NH:24][CH3:25]>C(O)C>[Br:1][C:2]1[CH:7]=[CH:6][C:5]([N:8]2[CH:12]=[N:11][N:10]=[C:9]2[CH2:13][N:24]([CH3:25])[CH3:23])=[C:4]([C:15]([C:17]2[CH:22]=[CH:21][CH:20]=[CH:19][N:18]=2)=[O:16])[CH:3]=1. Reported procedure: A mixture of 0.25 g of 4-[4-bromo-2-(2-pyridinecarbonyl)phenyl]-3-chloromethyl-4H-1,2,4-triazole, 10 ml. of ethanol and 0.5 ml. of dimethylamine is refluxed for 1.5 hours. After evaporation of the solvent, the residue is diluted with water and then extracted with chloroform. The chloroform layer is washed with water, dried over sodium sulfate and then the solvent is evaporated. The residue is subjected to chromatography through a column of silica gel (15 g) using a mixture of chloroform-methanol...